This data is from the Open Reaction Database (ORD), a public repository of structured organic reaction records. The task is: describe an organic reaction: reactants, conditions, products, and yield Reactants: CC(CNCc1cccc(C(F)(F)F)c1Cl)c1ccc(Cl)cc1, COC(=O)C=C1C=CC=C(OCCCN(Cc2cccc(C(F)(F)F)c2Cl)CC(C)c2ccccc2Cl)C1. Product: COC(=O)C=C1C=CC=C(OCCCN(Cc2cccc(C(F)(F)F)c2Cl)CC(C)c2ccc(Cl)cc2)C1. RXN SMILES: [Cl:1][c:2]1[c:3]([CH2:4][NH:5][CH2:6][CH:7]([CH3:8])[c:9]2[cH:10][cH:11][c:12]([Cl:15])[cH:13][cH:14]2)[cH:16][cH:17][cH:18][c:19]1[C:20]([F:21])([F:22])[F:23].[Cl:24][c:25]1[cH:26][cH:27][cH:28][cH:29][c:30]1[CH:31]([CH3:32])[CH2:33][N:34]([CH2:35][c:36]1[cH:37][cH:38][cH:39][c:40]([C:41]([F:42])([F:43])[F:44])[c:45]1[Cl:61])[CH2:46][CH2:47][CH2:48][O:49][C:50]1=[CH:55][CH:54]=[CH:53][C:52](=[CH:56][C:57](=[O:58])[O:59][CH3:60])[CH2:51]1>>[Cl:1][c:2]1[c:3]([CH2:4][N:5]([CH2:6][CH:7]([CH3:8])[c:9]2[cH:10][cH:11][c:12]([Cl:15])[cH:13][cH:14]2)[CH2:46][CH2:47][CH2:48][O:49][C:50]2=[CH:55][CH:54]=[CH:53][C:52](=[CH:56][C:57](=[O:58])[O:59][CH3:60])[CH2:51]2)[cH:16][cH:17][cH:18][c:19]1[C:20]([F:21])([F:22])[F:23].